This data is from the Open Reaction Database (ORD), a public repository of structured organic reaction records. The task is: describe an organic reaction: reactants, conditions, products, and yield The reactants are CCOC(=O)Cc1cc(Cl)ccc1[N+](=O)[O-], c1ccccc1. Product: CCOC(=O)Cc1cc(Cl)ccc1N. As a reaction SMILES: [CH2:1]([CH3:2])[O:3][C:4]([CH2:5][c:6]1[c:7]([N+:13]([O-:14])=[O:15])[cH:8][cH:9][c:10]([Cl:12])[cH:11]1)=[O:16].[cH:17]1[cH:18][cH:19][cH:20][cH:21][cH:22]1>>[CH2:1]([CH3:2])[O:3][C:4]([CH2:5][c:6]1[c:7]([NH2:13])[cH:8][cH:9][c:10]([Cl:12])[cH:11]1)=[O:16].